The task is: describe an organic reaction: reactants, conditions, products, and yield. This data is from the Open Reaction Database (ORD), a public repository of structured organic reaction records. Reactants: [K+], [K+], [K+], O=CC(O)C(O)C(O)CO, O=CC(O)C(O)C(O)CO, O=P([O-])([O-])O, O=P([O-])(O)O. Yields the product [K+], O=C([O-])C(O)C(O)C(O)CO. As a reaction SMILES: [K+:26].[K+:27].[K+:33].[O:11]=[CH:12][CH:13]([CH:14]([CH:15]([CH2:16][OH:17])[OH:18])[OH:19])[OH:20].[O:1]=[CH:2][CH:3]([OH:4])[CH:5]([OH:6])[CH:7]([OH:8])[CH2:9][OH:10].[P:21]([O-:22])([O-:23])([OH:24])=[O:25].[P:28]([O-:29])([OH:30])([OH:31])=[O:32]>>[K+:26].[O:1]=[C:2]([CH:3]([OH:4])[CH:5]([OH:6])[CH:7]([OH:8])[CH2:9][OH:10])[O-:11].